This data is from the Open Reaction Database (ORD), a public repository of structured organic reaction records. The task is: describe an organic reaction: reactants, conditions, products, and yield The reactants are N (ammonia), C (charcoal), C(C)(=O)CNC(C1=CN=CC=C1)=O (N-Acetylmethyl-nicotinamide), P12(=S)SP3(=S)SP(=S)(S1)SP(=S)(S2)S3 (P4S10), ice water. The solvent is C1(=CC=CC=C1)C (toluene). Run at time 8 hour. The product is CC1=CN=C(S1)C=1C=NC=CC1 (5-Methyl-2-(3-pyridyl)-thiazole). As a reaction SMILES: [C:1]([CH2:4][NH:5][C:6](=O)[C:7]1[CH:12]=[CH:11][CH:10]=[N:9][CH:8]=1)(=O)[CH3:2].P12(SP3(SP(SP(S3)(S1)=S)(=S)S2)=S)=[S:15].N.C>C1(C)C=CC=CC=1>[CH3:2][C:1]1[S:15][C:6]([C:7]2[CH:8]=[N:9][CH:10]=[CH:11][CH:12]=2)=[N:5][CH:4]=1. Procedure details: To a solution of 8.0 g (0.045 mol) of 73 in 125 ml of toluene, 10 g (0.045 mol) of P4S10 was added. The suspension was refluxed for 4 h and left at room temperature overnight. The mixture was poured into ice water followed by basification with ammonia. The two-phase system was stirred with charcoal and filtered. The toluene phase was separated and the aqueous phase extracted with 2×100 ml of toluene. The combined organic phases were dried over MgSO4 and evaporated in vacuo leaving a heavy, yello... Starting materials: CC1(OC2=CC=C(C=C2CC1)S(=O)(=O)NCC(=O)OC(C)(C)C)C (tert-butyl 2-(2,2-dimethylchroman-6-sulfonamido)acetate), CCN(CC)P1(=NC(C)(C)C)N(CCCN1C)C (BEMP), BrC1=CC(=CC=C1)CBr (1-bromo-3-(bromomethyl)benzene). Run in CC#N (MeCN). Conditions: temperature 90 celsius. Product: BrC=1C=C(CN(S(=O)(=O)C=2C=C3CCC(OC3=CC2)(C)C)CC(=O)OC(C)(C)C)C=CC1 (tert-butyl 2-(N-(3-bromobenzyl)-2,2-dimethylchroman-6-sulfonamido)acetate). Isolated yield 84.0%. RXN SMILES: [CH3:1][C:2]1([CH3:24])[CH2:11][CH2:10][C:9]2[C:4](=[CH:5][CH:6]=[C:7]([S:12]([NH:15][CH2:16][C:17]([O:19][C:20]([CH3:23])([CH3:22])[CH3:21])=[O:18])(=[O:14])=[O:13])[CH:8]=2)[O:3]1.CCN(P1(N(C)CCCN1C)=NC(C)(C)C)CC.[Br:43][C:44]1[CH:49]=[CH:48][CH:47]=[C:46]([CH2:50]Br)[CH:45]=1>CC#N>[Br:43][C:44]1[CH:45]=[C:46]([CH:47]=[CH:48][CH:49]=1)[CH2:50][N:15]([CH2:16][C:17]([O:19][C:20]([CH3:23])([CH3:22])[CH3:21])=[O:18])[S:12]([C:7]1[CH:8]=[C:9]2[C:4](=[CH:5][CH:6]=1)[O:3][C:2]([CH3:24])([CH3:1])[CH2:11][CH2:10]2)(=[O:14])=[O:13]. Procedure details: To the solution of tert-butyl 2-(2,2-dimethylchroman-6-sulfonamido)acetate (500 mg, 1.407 mmol) in MeCN (15 mL) was added resin-supported BEMP (786 mg, 1.547 mmol) and 1-bromo-3-(bromomethyl)benzene (598 mg, 2.391 mmol). The mixture was heated in a microwave synthesizer at 90° C. for 3 hours. The reaction mixture was filtered, rinsed alternatively with dichloromethane and methanol. The filtrate was concentrated to give a reddish orange residue, which was purified by silica chromatography to obta... Yields the product CCn1cc(C(=O)O)c(=O)c2cc(F)c(N3CCNC(c4cc[nH]c4)C3)cc21. Starting materials: CCn1cc(C(=O)O)c(=O)c2cc(F)c(N3CCNC(c4ccn(S(=O)(=O)c5ccccc5)c4)C3)cc21, CC(=O)O, [Na+], C1COCCO1, [OH-]. As a reaction SMILES: [CH2:1]([CH3:2])[n:3]1[cH:4][c:5]([C:35](=[O:36])[OH:37])[c:6](=[O:34])[c:7]2[cH:8][c:9]([F:33])[c:10]([N:13]3[CH2:14][CH:15]([c:19]4[cH:20][n:21]([S:24]([c:25]5[cH:26][cH:27][cH:28][cH:29][cH:30]5)(=[O:31])=[O:32])[cH:22][cH:23]4)[NH:16][CH2:17][CH2:18]3)[cH:11][c:12]12.[CH3:46][C:47](=[O:48])[OH:49].[Na+:39].[O:40]1[CH2:41][CH2:42][O:43][CH2:44][CH2:45]1.[OH-:38]>>[CH2:1]([CH3:2])[n:3]1[cH:4][c:5]([C:35](=[O:36])[OH:37])[c:6](=[O:34])[c:7]2[cH:8][c:9]([F:33])[c:10]([N:13]3[CH2:14][CH:15]([c:19]4[cH:20][nH:21][cH:22][cH:23]4)[NH:16][CH2:17][CH2:18]3)[cH:11][c:12]12.